This data is from the Open Reaction Database (ORD), a public repository of structured organic reaction records. The task is: describe an organic reaction: reactants, conditions, products, and yield Starting materials: NNC(=O)c1ccccc1, CCC(=O)c1ccncc1, CCO. Product: CCC(=NNC(=O)c1ccccc1)c1ccncc1. Reaction SMILES: [C:11]([c:12]1[cH:13][cH:14][cH:15][cH:16][cH:17]1)(=[O:18])[NH:19][NH2:20].[C:1]([CH2:2][CH3:3])(=[O:4])[c:5]1[cH:6][cH:7][n:8][cH:9][cH:10]1.[CH3:21][CH2:22][OH:23]>>[C:1]([CH2:2][CH3:3])([c:5]1[cH:6][cH:7][n:8][cH:9][cH:10]1)=[N:20][NH:19][C:11]([c:12]1[cH:13][cH:14][cH:15][cH:16][cH:17]1)=[O:18]. Starting materials: Fc1ccc(CCBr)c(F)c1, Clc1ccc2c(n1)N(C1CCNCC1)CC2. The product is Fc1ccc(CCN2CCC(N3CCc4ccc(Cl)nc43)CC2)c(F)c1. As a reaction SMILES: [F:17][c:18]1[c:19]([CH2:20][CH2:21][Br:22])[cH:23][cH:24][c:25]([F:27])[cH:26]1.[NH:1]1[CH2:2][CH2:3][CH:4]([N:7]2[CH2:8][CH2:9][c:10]3[cH:11][cH:12][c:13]([Cl:16])[n:14][c:15]32)[CH2:5][CH2:6]1>>[N:1]1([CH2:21][CH2:20][c:19]2[c:18]([F:17])[cH:26][c:25]([F:27])[cH:24][cH:23]2)[CH2:2][CH2:3][CH:4]([N:7]2[CH2:8][CH2:9][c:10]3[cH:11][cH:12][c:13]([Cl:16])[n:14][c:15]32)[CH2:5][CH2:6]1. The reactants are C1=CCCCCCCCCCC1 (Cyciododecene), C1C(C)O1 (propylene oxide). Product: C1(CCCCCCCCCCC1)C(C=O)C (2-(cyclododecyl)propan-1-al), CC1CC2C(O1)CCCCCCCCCC2 (2-methylperhydro-cyclododeca[b]furan). RXN SMILES: [CH:1]1[CH2:12][CH2:11][CH2:10][CH2:9][CH2:8][CH2:7][CH2:6][CH2:5][CH2:4][CH2:3][CH:2]=1.[CH2:13]1[O:16][CH:14]1[CH3:15]>>[CH:1]1([CH:14]([CH3:15])[CH:13]=[O:16])[CH2:12][CH2:11][CH2:10][CH2:9][CH2:8][CH2:7][CH2:6][CH2:5][CH2:4][CH2:3][CH2:2]1.[CH3:13][CH:14]1[O:16][CH:2]2[CH2:3][CH2:4][CH2:5][CH2:6][CH2:7][CH2:8][CH2:9][CH2:10][CH2:11][CH2:12][CH:1]2[CH2:15]1. Procedure: A method according to claim 1, wherein Cyciododecene and propylene oxide are reacted to produce 2-(cyclododecyl)propan-1-al and 2-methylperhydro-cyclododeca[b]furan.